This data is from the Open Reaction Database (ORD), a public repository of structured organic reaction records. The task is: describe an organic reaction: reactants, conditions, products, and yield Starting materials: C(C)OC(C=C(C)NC1=CC(=CC=C1)OCC1=CC=CC=C1)=O (3-(3-benzyloxy-phenylamino)-but-2-enoic acid ethyl ester), C1=CC=C(C=C1)C2=CC=CC=C2.C1=CC=C(C=C1)OC2=CC=CC=C2 (Dowtherm A). The solvent is CCCCCCC (heptane). Run at temperature 250 celsius, time 10 minute. Yields the product C(C1=CC=CC=C1)OC1=CC=C2C(=CC(=NC2=C1)C)O (7-benzyloxy-2-methyl-quinolin-4-ol). Yield: 38.0%. Reaction SMILES: C(O[C:4](=[O:23])[CH:5]=[C:6]([NH:8][C:9]1[CH:14]=[CH:13][CH:12]=[C:11]([O:15][CH2:16][C:17]2[CH:22]=[CH:21][CH:20]=[CH:19][CH:18]=2)[CH:10]=1)[CH3:7])C.C1C=CC(C2C=CC=CC=2)=CC=1.C1C=CC(OC2C=CC=CC=2)=CC=1>CCCCCCC>[CH2:16]([O:15][C:11]1[CH:10]=[C:9]2[C:14]([C:4]([OH:23])=[CH:5][C:6]([CH3:7])=[N:8]2)=[CH:13][CH:12]=1)[C:17]1[CH:18]=[CH:19][CH:20]=[CH:21][CH:22]=1 |f:1.2|. Procedure: 3.67 g (11.8 mmol) of 3-(3-benzyloxy-phenylamino)-but-2-enoic acid ethyl ester were added dropwise within 20 minutes to 5.5 ml of Dowtherm A heated at 250° C. (metal bath temperature). The solution was stirred further 10 minutes at 250° C. (bath temperature), cooled to RT and then treated with 20 ml of heptane. The brown viscous oil that had formed was isolated and triturated with 45 ml of AcOEt. The brown solid obtained was filtered off by suction, washed with AcOEt and dried in a high vacuum t... The reactants are CCCC(C(=O)OCC)c1c(C)nc2nc(Cc3ccccc3)nn2c1O, CN(C)c1ccccc1, O=P(Cl)(Cl)Cl. Product: CCCC(C(=O)OCC)c1c(C)nc2nc(Cc3ccccc3)nn2c1Cl. Reaction SMILES: [CH2:1]([c:2]1[cH:3][cH:4][cH:5][cH:6][cH:7]1)[c:8]1[n:9][n:10]2[c:11]([n:12][c:13]([CH3:26])[c:14]([CH:17]([C:18](=[O:19])[O:20][CH2:21][CH3:22])[CH2:23][CH2:24][CH3:25])[c:15]2[OH:16])[n:27]1.[CH3:28][N:29]([CH3:30])[c:31]1[cH:32][cH:33][cH:34][cH:35][cH:36]1.[P:37]([Cl:38])([Cl:39])([Cl:40])=[O:41]>>[CH2:1]([c:2]1[cH:3][cH:4][cH:5][cH:6][cH:7]1)[c:8]1[n:9][n:10]2[c:11]([n:12][c:13]([CH3:26])[c:14]([CH:17]([C:18](=[O:19])[O:20][CH2:21][CH3:22])[CH2:23][CH2:24][CH3:25])[c:15]2[Cl:39])[n:27]1. The reactants are CNc1nccc(C(C)Nc2ccccc2C(=O)Nc2ccc3c(c2)CN(C(=O)OC(C)(C)C)CC3(C)C)n1, ClCCl, O=C(O)C(F)(F)F. The product is CNc1nccc(C(C)Nc2ccccc2C(=O)Nc2ccc3c(c2)CNCC3(C)C)n1. Reaction SMILES: [CH3:1][C:2]1([CH3:39])[CH2:3][N:4]([C:32]([O:33][C:34]([CH3:35])([CH3:36])[CH3:37])=[O:38])[CH2:5][c:6]2[cH:7][c:8]([NH:12][C:13]([c:14]3[c:15]([NH:20][CH:21]([CH3:22])[c:23]4[n:24][c:25]([NH:29][CH3:30])[n:26][cH:27][cH:28]4)[cH:16][cH:17][cH:18][cH:19]3)=[O:31])[cH:9][cH:10][c:11]21.[Cl:47][CH2:48][Cl:49].[F:40][C:41]([F:42])([F:43])[C:44]([OH:45])=[O:46]>>[CH3:1][C:2]1([CH3:39])[CH2:3][NH:4][CH2:5][c:6]2[cH:7][c:8]([NH:12][C:13]([c:14]3[c:15]([NH:20][CH:21]([CH3:22])[c:23]4[n:24][c:25]([NH:29][CH3:30])[n:26][cH:27][cH:28]4)[cH:16][cH:17][cH:18][cH:19]3)=[O:31])[cH:9][cH:10][c:11]21. Starting materials: B(OC1=CC=C(C=C1)OCCOCCC)([O-])[O-] (4-(2-propoxyethoxy)phenyl borate), BrC=1C=CC2=C(C=C(CCN2CC)C(=O)NC2=CC=C(C=C2)CN(C2CCOCC2)C)C1 (7-bromo-1-ethyl-N-[4-[[N-methyl-N-(tetrahydro-2H-pyran-4-yl)amino]methyl]phenyl]-2,3-dihydro-1H-1-benzazepine-4-carboxamide), C([O-])([O-])=O.[K+].[K+] (potassium carbonate). Procedure details: In a mixture of water:ethanol:toluene (1:1:10, v/v, 18.0 ml) were dissolved 4-(2-propoxyethoxy)phenyl borate (272 mg) and 7-bromo-1-ethyl-N-[4-[[N-methyl-N-(tetrahydro-2H-pyran-4-yl)amino]methyl]phenyl]-2,3-dihydro-1H-1-benzazepine-4-carboxamide (404 mg). To the solution was added potassium carbonate (269 mg), and the mixture was stirred under argon atmosphere at room temperature for 30 minutes. To the mixture was added tetrakistriphenylphosphinepalladium (37 mg), and the mixture was heated to r... The solvent is O.C(C)O.C1(=CC=CC=C1)C (water ethanol toluene), C(C)(=O)OCC (ethyl acetate). Isolated yield 45.6%. Product: C(C)N1CCC(=CC2=C1C=CC(=C2)C2=CC=C(C=C2)OCCOCCC)C(=O)NC2=CC=C(C=C2)CN(C2CCOCC2)C (1-ethyl-N-[4-[[N-methyl-N-(tetrahydro-2H-pyran-4-yl)amino]methyl]phenyl]-7-[4-(2-propoxyethoxy)phenyl)-2,3-dihydro-1H-1-benzazepine-4-carboxamide). RXN SMILES: B([O-])([O-])O[C:3]1[CH:8]=[CH:7][C:6]([O:9][CH2:10][CH2:11][O:12][CH2:13][CH2:14][CH3:15])=[CH:5][CH:4]=1.Br[C:19]1[CH:20]=[CH:21][C:22]2[N:28]([CH2:29][CH3:30])[CH2:27][CH2:26][C:25]([C:31]([NH:33][C:34]3[CH:39]=[CH:38][C:37]([CH2:40][N:41]([CH3:48])[CH:42]4[CH2:47][CH2:46][O:45][CH2:44][CH2:43]4)=[CH:36][CH:35]=3)=[O:32])=[CH:24][C:23]=2[CH:49]=1.C(=O)([O-])[O-].[K+].[K+]>O.C(O)C.C1(C)C=CC=CC=1.C(OCC)(=O)C.C1C=CC([P]([Pd]([P](C2C=CC=CC=2)(C2C=CC=CC=2)C2C=CC=CC=2)([P](C2C=CC=CC=2)(C2C=CC=CC=2)C2C=CC=CC=2)[P](C2C=CC=CC=2)(C2C=CC=CC=2)C2C=CC=CC=2)(C2C=CC=CC=2)C2C=CC=CC=2)=CC=1>[CH2:29]([N:28]1[C:22]2[CH:21]=[CH:20][C:19]([C:3]3[CH:8]=[CH:7][C:6]([O:9][CH2:10][CH2:11][O:12][CH2:13][CH2:14][CH3:15])=[CH:5][CH:4]=3)=[CH:49][C:23]=2[CH:24]=[C:25]([C:31]([NH:33][C:34]2[CH:35]=[CH:36][C:37]([CH2:40][N:41]([CH3:48])[CH:42]3[CH2:43][CH2:44][O:45][CH2:46][CH2:47]3)=[CH:38][CH:39]=2)=[O:32])[CH2:26][CH2:27]1)[CH3:30] |f:2.3.4,5.6.7,^1:76,78,97,116|. Conditions: time 30 minute. Reagents/catalysts: C=1C=CC(=CC1)[P](C=2C=CC=CC2)(C=3C=CC=CC3)[Pd]([P](C=4C=CC=CC4)(C=5C=CC=CC5)C=6C=CC=CC6)([P](C=7C=CC=CC7)(C=8C=CC=CC8)C=9C=CC=CC9)[P](C=1C=CC=CC1)(C=1C=CC=CC1)C=1C=CC=CC1 (tetrakistriphenylphosphinepalladium). The reactants are F[B-](F)(F)F, Cc1onc(-c2ccccc2)c1COc1ccc(C(=O)O)nn1, CCN(C(C)C)C(C)C, NN1CCOCC1, CN(C)C=O, CN(C)C(On1nnc2ccccc21)=[N+](C)C. Yields the product Cc1onc(-c2ccccc2)c1COc1ccc(C(=O)NN2CCOCC2)nn1. As a reaction SMILES: [B-:31]([F:32])([F:33])([F:34])[F:35].[CH3:1][c:2]1[c:3]([CH2:13][O:14][c:15]2[cH:16][cH:17][c:18]([C:21](=[O:22])[OH:23])[n:19][n:20]2)[c:4](-[c:7]2[cH:8][cH:9][cH:10][cH:11][cH:12]2)[n:5][o:6]1.[CH:53]([N:54]([CH2:55][CH3:56])[CH:57]([CH3:58])[CH3:59])([CH3:60])[CH3:61].[NH2:24][N:25]1[CH2:26][CH2:27][O:28][CH2:29][CH2:30]1.[O:62]=[CH:63][N:64]([CH3:65])[CH3:66].[n:36]1([O:37][C:38]([N:39]([CH3:40])[CH3:41])=[N+:42]([CH3:43])[CH3:44])[c:45]2[cH:46][cH:47][cH:48][cH:49][c:50]2[n:51][n:52]1>>[CH3:1][c:2]1[c:3]([CH2:13][O:14][c:15]2[cH:16][cH:17][c:18]([C:21](=[O:23])[NH:24][N:25]3[CH2:26][CH2:27][O:28][CH2:29][CH2:30]3)[n:19][n:20]2)[c:4](-[c:7]2[cH:8][cH:9][cH:10][cH:11][cH:12]2)[n:5][o:6]1. Reactants: COc1nccn2c(Br)cnc12, Br, [Na+], O, O=C([O-])O. Product: O=c1[nH]ccn2c(Br)cnc12. Reaction SMILES: [Br:1][c:2]1[cH:3][n:4][c:5]2[n:6]1[cH:7][cH:8][n:9][c:10]2[O:11][CH3:12].[BrH:18].[Na+:13].[OH2:19].[OH:14][C:15](=[O:16])[O-:17]>>[Br:1][c:2]1[cH:3][n:4][c:5]2[n:6]1[cH:7][cH:8][nH:9][c:10]2=[O:11]. Starting materials: C(C)(C)(C)OC(=O)NC1(CC(C1)(F)F)C(=O)O (1-((tert-butoxycarbonyl)amino)-3,3-difluorocyclobutanecarboxylic acid), C(=O)(N1C=NC=C1)N1C=NC=C1 (1,1′-carbonyldiimidazole), crude product, ON=C(N)C=1C=CC(=C(C1)NC(=O)C1=CN=C2N1C=CC=C2)C (N-(5-(N′-hydroxycarbamimidoyl)-2-methylphenyl)imidazo[1,2-a]pyridine-3-carboxamide). Solvent: CN1CCCC1=O (NMP), O (water), C(C)(=O)OCC (ethyl acetate). Reaction conditions: temperature 120 celsius, time 3 minute. The product is FC1(CC(C1)(C1=NC(=NO1)C1=CC(=C(C=C1)C)NC(=O)C1=CN=C2N1C=CC=C2)NC(OC(C)(C)C)=O)F (tert-butyl (3,3-difluoro-1-(3-(3-(imidazo[1,2-a]pyridine-3-carboxamido)-4-methylphenyl)-1,2,4-oxadiazol-5-yl)cyclobutyl)carbamate). RXN SMILES: [C:1]([O:5][C:6]([NH:8][C:9]1([C:15]([OH:17])=O)[CH2:12][C:11]([F:14])([F:13])[CH2:10]1)=[O:7])([CH3:4])([CH3:3])[CH3:2].C(N1C=CN=C1)(N1C=CN=C1)=O.O[N:31]=[C:32]([C:34]1[CH:35]=[CH:36][C:37]([CH3:52])=[C:38]([NH:40][C:41]([C:43]2[N:47]3[CH:48]=[CH:49][CH:50]=[CH:51][C:46]3=[N:45][CH:44]=2)=[O:42])[CH:39]=1)[NH2:33]>CN1C(=O)CCC1.C(OCC)(=O)C.O>[F:14][C:11]1([F:13])[CH2:10][C:9]([NH:8][C:6](=[O:7])[O:5][C:1]([CH3:2])([CH3:3])[CH3:4])([C:15]2[O:17][N:31]=[C:32]([C:34]3[CH:35]=[CH:36][C:37]([CH3:52])=[C:38]([NH:40][C:41]([C:43]4[N:47]5[CH:48]=[CH:49][CH:50]=[CH:51][C:46]5=[N:45][CH:44]=4)=[O:42])[CH:39]=3)[N:33]=2)[CH2:12]1. Procedure details: To a stirring solution of 1-((tert-butoxycarbonyl)amino)-3,3-difluorocyclobutanecarboxylic acid (164) (45 mg, 0.18 mmol) in anhydrous NMP (1.3 mL) was added 1,1′-carbonyldiimidazole (CDI) (29 mg, 0.18 mmol). The reaction was stirred for 3 minutes. N-(5-(N′-hydroxycarbamimidoyl)-2-methylphenyl)imidazo[1,2-a]pyridine-3-carboxamide (9) (69 mg, 0.22 mmol) was added and the reaction was stirred for 25 minutes. Then, the reaction was heated at 120° C. for 15 minutes. The crude product was taken up in ...